This data is from the Open Reaction Database (ORD), a public repository of structured organic reaction records. The task is: describe an organic reaction: reactants, conditions, products, and yield The product is C1(=CC=C(C=C1)S(=O)(=O)O)C.NCC(O)C1=CC=C(C=C1)NS(=O)(=O)N(C)CC1=CC=CC=C1 (N'-[4-(2-Amino-1-hydroxyethyl)phenyl]-N-benzyl-N-methylsulfamide para-Toluenesulfonate). Procedure details: Infared (pelletized with KBr): 690, 770, 820, 1130, 1160, 1220, 1340, 1520, 1620, 3100 cm.31 1. Prepared from N-benzyl-N'-(4-glycylphenyl)-N-methylsulfamide para-toluenesulfonate. Reaction SMILES: [K+].[Br-].[C:3]1([CH3:13])[CH:8]=[CH:7][C:6]([S:9]([OH:12])(=[O:11])=[O:10])=[CH:5][CH:4]=1.[CH2:14]([N:21]([CH3:36])[S:22]([NH:25][C:26]1[CH:31]=[CH:30][C:29]([C:32](=[O:35])[CH2:33][NH2:34])=[CH:28][CH:27]=1)(=[O:24])=[O:23])[C:15]1[CH:20]=[CH:19][CH:18]=[CH:17][CH:16]=1>>[C:3]1([CH3:13])[CH:4]=[CH:5][C:6]([S:9]([OH:12])(=[O:10])=[O:11])=[CH:7][CH:8]=1.[NH2:34][CH2:33][CH:32]([C:29]1[CH:28]=[CH:27][C:26]([NH:25][S:22]([N:21]([CH2:14][C:15]2[CH:16]=[CH:17][CH:18]=[CH:19][CH:20]=2)[CH3:36])(=[O:24])=[O:23])=[CH:31][CH:30]=1)[OH:35] |f:0.1,2.3,4.5|. Starting materials: [K+].[Br-] (KBr), C1(=CC=C(C=C1)S(=O)(=O)O)C.C(C1=CC=CC=C1)N(S(=O)(=O)NC1=CC=C(C=C1)C(CN)=O)C (N-benzyl-N'-(4-glycylphenyl)-N-methylsulfamide para-toluenesulfonate). The reactants are NN1C(C2=CC=CC=C2C(=N1)N1CCOCC1)=O (2-amino-4-morpholinophthalazin-1(2H)-one), C1(=CC=C(C=C1)CC(=O)O)C1=CC=CC=C1 (2-(biphenyl-4-yl)acetic acid). The product is C1(=CC=C(C=C1)CC(=O)NN1C(C2=CC=CC=C2C(=N1)N1CCOCC1)=O)C1=CC=CC=C1 (2-(biphenyl-4-yl)-N-[4-(morpholin-4-yl)-1-oxophthalazin-2(1H)-yl]acetamide). Reaction SMILES: [NH2:1][N:2]1[N:11]=[C:10]([N:12]2[CH2:17][CH2:16][O:15][CH2:14][CH2:13]2)[C:9]2[C:4](=[CH:5][CH:6]=[CH:7][CH:8]=2)[C:3]1=[O:18].[C:19]1([C:29]2[CH:34]=[CH:33][CH:32]=[CH:31][CH:30]=2)[CH:24]=[CH:23][C:22]([CH2:25][C:26](O)=[O:27])=[CH:21][CH:20]=1>>[C:19]1([C:29]2[CH:30]=[CH:31][CH:32]=[CH:33][CH:34]=2)[CH:20]=[CH:21][C:22]([CH2:25][C:26]([NH:1][N:2]2[N:11]=[C:10]([N:12]3[CH2:17][CH2:16][O:15][CH2:14][CH2:13]3)[C:9]3[C:4](=[CH:5][CH:6]=[CH:7][CH:8]=3)[C:3]2=[O:18])=[O:27])=[CH:23][CH:24]=1. Procedure details: The product of Example 1B and 2-(biphenyl-4-yl)acetic acid were treated using a method similar to that described in Example 111 to give the title compound. 1H NMR (500 MHz, DMSO-d6/Deuterium Oxide) δ ppm 8.32 (d, J=7.9 Hz, 1H), 8.04 (d, J=8.0 Hz, 1H), 7.97-8.01 (m, 1H), 7.89-7.93 (m, 1H), 7.56-7.69 (m, 4H), 7.47-7.50 (m, 4H), 7.38 (t, J=7.4 Hz, 1H), 3.78-3.84 (m, 4H), 3.72 (s, 2H), 3.09-3.11 (m, 4H); MS (ESI+) M/Z 441 (M+H)+. Reactants: NC1=C(C=O)C=C(C=C1)F (2-amino-5-fluorobenzaldehyde), COC1=C(C=CC=C1)CCC#N (3-(2-methoxyphenyl)propionitrile). Product: FC=1C=C2C=C(C(=NC2=CC1)N)CC1=C(C=CC=C1)OC (6-Fluoro-3-(2-methoxybenzyl)quinolin-2-amine). RXN SMILES: [NH2:1][C:2]1[CH:9]=[CH:8][C:7]([F:10])=[CH:6][C:3]=1[CH:4]=O.[CH3:11][O:12][C:13]1[CH:18]=[CH:17][CH:16]=[CH:15][C:14]=1[CH2:19][CH2:20][C:21]#[N:22]>>[F:10][C:7]1[CH:6]=[C:3]2[C:2](=[CH:9][CH:8]=1)[N:1]=[C:21]([NH2:22])[C:20]([CH2:19][C:14]1[CH:15]=[CH:16][CH:17]=[CH:18][C:13]=1[O:12][CH3:11])=[CH:4]2. Reported procedure: The title compound was synthesized according to EXAMPLE 11 from 2-amino-5-fluorobenzaldehyde and 3-(2-methoxyphenyl)propionitrile. The reactants are CCOC(=O)CCCCSc1nc(-c2ccccc2)c(-c2ccccc2)[nH]1, CCO, [Na+], [OH-], O. The product is O=C(O)CCCCSc1nc(-c2ccccc2)c(-c2ccccc2)[nH]1. Reaction SMILES: [CH2:1]([CH3:2])[O:3][C:4]([CH2:5][CH2:6][CH2:7][CH2:8][S:9][c:10]1[nH:11][c:12](-[c:21]2[cH:22][cH:23][cH:24][cH:25][cH:26]2)[c:13](-[c:15]2[cH:16][cH:17][cH:18][cH:19][cH:20]2)[n:14]1)=[O:27].[CH3:30][CH2:31][OH:32].[Na+:29].[OH-:28].[OH2:33]>>[O:3]=[C:4]([CH2:5][CH2:6][CH2:7][CH2:8][S:9][c:10]1[n:11][c:12](-[c:21]2[cH:22][cH:23][cH:24][cH:25][cH:26]2)[c:13](-[c:15]2[cH:16][cH:17][cH:18][cH:19][cH:20]2)[nH:14]1)[OH:27]. The reactants are C(C1=CC=CC=C1)(C1=CC=CC=C1)(C1=CC=CC=C1)NC=1SC=C(N1)C(C(=O)O)=NOC1OCCCC1 (2-(2-tritylamino-4-thiazolyl)-2-tetrahydropyranyloxyimino-acetic acid), NC1[C@@H]2N(C(=C(CS2)COC(C)=O)C(=O)OC(C)(C)C)C1=O (tert.-butyl 7-amino-3-acetoxymethyl-ceph-3-eme-4-carboxylate), C1(CCCCC1)N=C=NC1CCCCC1 (dicyclohexylcarbodiimide). Run in C(Cl)(Cl)Cl (chloroform). Conditions: time 2 hour. The product is C(C1=CC=CC=C1)(C1=CC=CC=C1)(C1=CC=CC=C1)NC=1SC=C(N1)C(C(=O)NC1[C@@H]2N(C(=C(CS2)COC(C)=O)C(=O)OC(C)(C)C)C1=O)=NOC1OCCCC1 (tert.-butyl 7-[2-(2-tritylamino-4-thiazolyl)-2-tetrahydropyranyloxyimino-acetamido]-3-acetoxymethyl-ceph-3-eme-4-carboxylate). RXN SMILES: [C:1]([NH:20][C:21]1[S:22][CH:23]=[C:24]([C:26](=[N:30][O:31][CH:32]2[CH2:37][CH2:36][CH2:35][CH2:34][O:33]2)[C:27]([OH:29])=O)[N:25]=1)([C:14]1[CH:19]=[CH:18][CH:17]=[CH:16][CH:15]=1)([C:8]1[CH:13]=[CH:12][CH:11]=[CH:10][CH:9]=1)[C:2]1[CH:7]=[CH:6][CH:5]=[CH:4][CH:3]=1.[NH2:38][CH:39]1[C:58](=[O:59])[N:41]2[C:42]([C:51]([O:53][C:54]([CH3:57])([CH3:56])[CH3:55])=[O:52])=[C:43]([CH2:46][O:47][C:48](=[O:50])[CH3:49])[CH2:44][S:45][C@H:40]12.C1(N=C=NC2CCCCC2)CCCCC1>C(Cl)(Cl)Cl>[C:1]([NH:20][C:21]1[S:22][CH:23]=[C:24]([C:26](=[N:30][O:31][CH:32]2[CH2:37][CH2:36][CH2:35][CH2:34][O:33]2)[C:27]([NH:38][CH:39]2[C:58](=[O:59])[N:41]3[C:42]([C:51]([O:53][C:54]([CH3:56])([CH3:55])[CH3:57])=[O:52])=[C:43]([CH2:46][O:47][C:48](=[O:50])[CH3:49])[CH2:44][S:45][C@H:40]23)=[O:29])[N:25]=1)([C:8]1[CH:13]=[CH:12][CH:11]=[CH:10][CH:9]=1)([C:14]1[CH:15]=[CH:16][CH:17]=[CH:18][CH:19]=1)[C:2]1[CH:7]=[CH:6][CH:5]=[CH:4][CH:3]=1. Reported procedure: A mixture of 0.362 g of the product of Step C, 0.244 g of tert.-butyl 7-amino-3-acetoxymethyl-ceph-3-eme-4-carboxylate, 0.280 g of dicyclohexylcarbodiimide and 4 ml of dry chloroform was stirred for 2 hours at room temperature and the mixture was vacuum filtered to remove dicyclohexylurea which was rinsed with chloroform. The filtrate was evaporated to dryness under reduced pressure and the residue was dissolved in 1 ml of ether. The solution was chromatographed over silica gel and was eluted wi... Procedure: A mixture of N-(2-((6-(5-bromo-1-methyl-2-oxo-1,2-dihydropyridin-3-ylamino)pyridin-2-yl)(methyl)amino)ethyl)acrylamide 110f (120 mg, 0.3 mmol), (4-fluoro-2-{6-oxo-8-thia-4,5-diazatricyclo[7.4.0.02,7]trideca-1(9),2(7),3-triene-5-yl}-6-(tetra-methyl-1,3,2-dioxaborolan-2-yl)phenyl)methyl acetate 108c (179 mg, 0.36 mmol), Pd(dppf)Cl2 (23 mg, 0.03 mmol) and K3PO4 (159 mg, 0.75 mmol) in acetonitrile (5 mL) and water (1.0 mL) was stirred at 90° C. under N2 for 7 h. The mixture was filtered and the filt... As a reaction SMILES: Br[C:2]1[CH:3]=[C:4]([NH:10][C:11]2[N:16]=[C:15]([N:17]([CH3:25])[CH2:18][CH2:19][NH:20][C:21](=[O:24])[CH:22]=[CH2:23])[CH:14]=[CH:13][CH:12]=2)[C:5](=[O:9])[N:6]([CH3:8])[CH:7]=1.[C:26]([O:29][CH2:30][C:31]1[C:36](B2OC(C)(C)C(C)(C)O2)=[CH:35][C:34]([F:46])=[CH:33][C:32]=1[N:47]1[C:59](=[O:60])[C:58]2[S:57][C:56]3[CH2:55][CH2:54][CH2:53][CH2:52][C:51]=3[C:50]=2[CH:49]=[N:48]1)(=[O:28])[CH3:27].[O-]P([O-])([O-])=O.[K+].[K+].[K+]>C(#N)C.O.C1C=CC(P(C2C=CC=CC=2)[C-]2C=CC=C2)=CC=1.C1C=CC(P(C2C=CC=CC=2)[C-]2C=CC=C2)=CC=1.Cl[Pd]Cl.[Fe+2]>[F:46][C:34]1[CH:33]=[C:32]([N:47]2[C:59](=[O:60])[C:58]3[S:57][C:56]4[CH2:55][CH2:54][CH2:53][CH2:52][C:51]=4[C:50]=3[CH:49]=[N:48]2)[C:31]([CH2:30][O:29][C:26](=[O:28])[CH3:27])=[C:36]([C:2]2[CH:3]=[C:4]([NH:10][C:11]3[N:16]=[C:15]([N:17]([CH3:25])[CH2:18][CH2:19][NH:20][C:21](=[O:24])[CH:22]=[CH2:23])[CH:14]=[CH:13][CH:12]=3)[C:5](=[O:9])[N:6]([CH3:8])[CH:7]=2)[CH:35]=1 |f:2.3.4.5,8.9.10.11|. Product: FC=1C=C(C(=C(C1)C=1C=C(C(N(C1)C)=O)NC1=CC=CC(=N1)N(CCNC(C=C)=O)C)COC(C)=O)N1N=CC2=C(C1=O)SC1=C2CCCC1 (N-[2-[[6-[[5-[5-fluoro-2-(acetoxymethyl)-3-(4-oxo-6,7,8,9-tetrahydrobenzothiopheno[2,3-d]pyridazin-3-yl)phenyl]-1-methyl-2-oxo-3-pyridyl]amino]-2-pyridyl]-methyl-amino]ethyl]prop-2-enamide). Reagents/catalysts: C1=CC=C(C=C1)P([C-]2C=CC=C2)C3=CC=CC=C3.C1=CC=C(C=C1)P([C-]2C=CC=C2)C3=CC=CC=C3.Cl[Pd]Cl.[Fe+2] (Pd(dppf)Cl2). Reactants: BrC=1C=C(C(N(C1)C)=O)NC1=CC=CC(=N1)N(CCNC(C=C)=O)C (N-(2-((6-(5-bromo-1-methyl-2-oxo-1,2-dihydropyridin-3-ylamino)pyridin-2-yl)(methyl)amino)ethyl)acrylamide), C(C)(=O)OCC1=C(C=C(C=C1B1OC(C(O1)(C)C)(C)C)F)N1N=CC=2C=3CCCCC3SC2C1=O ((4-fluoro-2-{6-oxo-8-thia-4,5-diazatricyclo[7.4.0.02,7]trideca-1(9),2(7),3-triene-5-yl}-6-(tetra-methyl-1,3,2-dioxaborolan-2-yl)phenyl)methyl acetate), [O-]P(=O)([O-])[O-].[K+].[K+].[K+] (K3PO4). Solvent: C(C)#N (acetonitrile), O (water). Conditions: temperature 90 celsius, time 7 hour. Yield: 71.7%. The reactants are C(C)OC([C@H](COCC1=CC=CC=C1)N[C@@H](CC1=CC=C(C=C1)C1=CC(=CC=C1)Cl)C(NC1=NN=NN1)=O)=O ((S)-3-benzyloxy-2-[(S)-2-(3′-chloro-biphenyl-4-yl)-1-(1H-tetrazol-5-ylcarbamoyl)-ethylamino]-propionic acid ethyl ester). The reagents and catalysts are [Pd] (Pd—C). Solvent: CCOC(=O)C (EtOAc), CCO (EtOH). Run at temperature 50 celsius, time 6 hour. The product is ClC=1C=C(C=CC1)C1=CC=C(C=C1)C[C@@H](C(NC1=NN=NN1)=O)N[C@H](C(=O)O)CO ((S)-2-[(S)-2-(3′-chloro-biphenyl-4-yl)-1-(1H-tetrazol-5-ylcarbamoyl)-ethylamino]-3-hydroxy-propionic acid). Reaction SMILES: C([O:3][C:4](=[O:39])[C@@H:5]([NH:15][C@H:16]([C:31](=[O:38])[NH:32][C:33]1[NH:37][N:36]=[N:35][N:34]=1)[CH2:17][C:18]1[CH:23]=[CH:22][C:21]([C:24]2[CH:29]=[CH:28][CH:27]=[C:26]([Cl:30])[CH:25]=2)=[CH:20][CH:19]=1)[CH2:6][O:7]CC1C=CC=CC=1)C>CCOC(C)=O.CCO.[Pd]>[Cl:30][C:26]1[CH:25]=[C:24]([C:21]2[CH:20]=[CH:19][C:18]([CH2:17][C@H:16]([NH:15][C@@H:5]([CH2:6][OH:7])[C:4]([OH:39])=[O:3])[C:31](=[O:38])[NH:32][C:33]3[NH:37][N:36]=[N:35][N:34]=3)=[CH:23][CH:22]=2)[CH:29]=[CH:28][CH:27]=1. Procedure details: To a solution of (S)-3-benzyloxy-2-[(S)-2-(3′-chloro-biphenyl-4-yl)-1-(1H-tetrazol-5-ylcarbamoyl)-ethylamino]-propionic acid ethyl ester (Example 32-8: 47 mg, 0.090 mmol) in EtOAc (1 mL) and EtOH (1 mL) was added 5% Pd—C (9.6 mg, 0.0045 mmol). H2 gas was loaded with a balloon and the reaction mixture was stirred at 50° C. for 6 hours. The reaction mixture was filtered through celite pad and the filtrate was concentrated. The residue was purified by reverse phase HPLC (Sunfire C-18 column, eluent... The reactants are Cl, O=N[O-], Nc1ncc(Cl)cc1Br, [Na+], O. Yields the product O=c1[nH]cc(Cl)cc1Br. Reaction SMILES: [ClH:15].[N:10](=[O:11])[O-:12].[NH2:1][c:2]1[n:3][cH:4][c:5]([Cl:9])[cH:6][c:7]1[Br:8].[Na+:13].[OH2:14]>>[c:2]1(=[O:11])[nH:3][cH:4][c:5]([Cl:9])[cH:6][c:7]1[Br:8].